From a dataset of the Open Reaction Database (ORD), a public repository of structured organic reaction records. describe an organic reaction: reactants, conditions, products, and yield Starting materials: N(=[N+]=[N-])C1CC2=CC=C(C=C2CC1)OC (2-azido-6-methoxytetralin), [H-].[Al+3].[Li+].[H-].[H-].[H-] (lithium aluminum hydride). The solvent is C1CCOC1 (THF). Conditions: time 30 minute. Yields the product NC1CC2=CC=C(C=C2CC1)OC (2-amino-6-methoxytetralin). Reaction SMILES: [N:1]([CH:4]1[CH2:13][CH2:12][C:11]2[C:6](=[CH:7][CH:8]=[C:9]([O:14][CH3:15])[CH:10]=2)[CH2:5]1)=[N+]=[N-].[H-].[Al+3].[Li+].[H-].[H-].[H-]>C1COCC1>[NH2:1][CH:4]1[CH2:13][CH2:12][C:11]2[C:6](=[CH:7][CH:8]=[C:9]([O:14][CH3:15])[CH:10]=2)[CH2:5]1 |f:1.2.3.4.5.6|. Procedure: 6.0 g (30 mmol) of 2-azido-6-methoxytetralin 15 ml of TMF were added dropwise in the course of 15 minutes at 0° C. to a suspension of 1.7 g (44 mmol) of lithium aluminum hydride in 70 ml of THF. The mixture was stirred for 30 minutes at room temperature and refluxed for 1 hour. After cooling to 0° C., excess alanate was destroyed with isopropanol, and the mixture was diluted with ether and washed with saturated tartrate and saturated NaCl solution. After the organic phase had been dried and conc... Starting materials: BrC=1C=C(C(=NC1)N)[N+](=O)[O-] (5-bromo-3-nitropyridin-2-amine), C(C)OC(=O)C=1C=C(C=CC1)B(O)O (3-(ethoxycarbonyl)phenylboronic acid), C(=O)([O-])[O-].[Na+].[Na+] (Na2CO3), dichlorobis(triphenylphospine) palladium(II), C(C)(C)(C)P(C1=C(C=CC=C1)C1=C(C=C(C=C1C(C)C)C(C)C)C(C)C)C(C)(C)C (2-di-tert-butylphosphino-2′,4′,6′-triisopropylbiphenyl). Solvent: C(C)(=O)OCC (ethyl acetate), O1CCOCC1 (dioxane). Run at temperature 90 celsius, time 10 hour. Yields the product NC1=C(C=C(C=N1)C=1C=C(C(=O)OCC)C=CC1)[N+](=O)[O-] (ethyl 3-(6-amino-5-nitropyridin-3-yl)benzoate). The yield is 75.5%. As a reaction SMILES: Br[C:2]1[CH:3]=[C:4]([N+:9]([O-:11])=[O:10])[C:5]([NH2:8])=[N:6][CH:7]=1.[CH2:12]([O:14][C:15]([C:17]1[CH:18]=[C:19](B(O)O)[CH:20]=[CH:21][CH:22]=1)=[O:16])[CH3:13].C([O-])([O-])=O.[Na+].[Na+].C(P(C(C)(C)C)C1C=CC=CC=1C1C(C(C)C)=CC(C(C)C)=CC=1C(C)C)(C)(C)C>O1CCOCC1.C(OCC)(=O)C>[NH2:8][C:5]1[N:6]=[CH:7][C:2]([C:21]2[CH:22]=[C:17]([CH:18]=[CH:19][CH:20]=2)[C:15]([O:14][CH2:12][CH3:13])=[O:16])=[CH:3][C:4]=1[N+:9]([O-:11])=[O:10] |f:2.3.4|. Procedure: To a solution of 5-bromo-3-nitropyridin-2-amine (5.00 g, 23.97 mmol) in dioxane (115 mL) was added 3-(ethoxycarbonyl)phenylboronic acid (4.65 g, 23.97 mmol) and 1N Na2CO3 aqueous solution (92.2 mL, 92.2 mmol). The reaction mixture was degassed using Argon gas for 20 min followed by the addition of dichlorobis(triphenylphospine) palladium(II) (971 mg, 1.38 mmol) and 2-di-tert-butylphosphino-2′,4′,6′-triisopropylbiphenyl (881 mg, 2.07 mmol). The reaction flask was put into the preheated oil-bath a... Starting materials: N[C@@H](CC1=CC=CC=C1)C(=O)N[C@@H](CCCNC(N[N+](=O)[O-])=N)C(=O)O (H-Phe-Arg(NO2)), N1([C@@H](C(=O)O)CCC1)C(=O)OC(C)(C)C (BOC-D-Pro). The solvent is CN(C)C=O (DMF), CCOC(=O)C (AcOEt). Yields the product N1([C@@H](C(=O)N[C@@H](CC2=CC=CC=C2)C(=O)N[C@@H](CCCNC(N[N+](=O)[O-])=N)C(=O)O)CCC1)C(=O)OC(C)(C)C (BOC-D-Pro-Phe-Arg(NO2)). As a reaction SMILES: [NH2:1][C@H:2]([C:10]([NH:12][C@H:13]([C:24]([OH:26])=[O:25])[CH2:14][CH2:15][CH2:16][NH:17][C:18](=[NH:23])[NH:19][N+:20]([O-:22])=[O:21])=[O:11])[CH2:3][C:4]1[CH:9]=[CH:8][CH:7]=[CH:6][CH:5]=1.[N:27]1([C:35]([O:37][C:38]([CH3:41])([CH3:40])[CH3:39])=[O:36])[CH2:34][CH2:33][CH2:32][C@@H:28]1[C:29](O)=[O:30]>CN(C=O)C.CCOC(C)=O>[N:27]1([C:35]([O:37][C:38]([CH3:41])([CH3:40])[CH3:39])=[O:36])[CH2:34][CH2:33][CH2:32][C@@H:28]1[C:29]([NH:1][C@H:2]([C:10]([NH:12][C@H:13]([C:24]([OH:26])=[O:25])[CH2:14][CH2:15][CH2:16][NH:17][C:18](=[NH:23])[NH:19][N+:20]([O-:22])=[O:21])=[O:11])[CH2:3][C:4]1[CH:5]=[CH:6][CH:7]=[CH:8][CH:9]=1)=[O:30]. Procedure: Next, 1.34 g (2.5 m moles) of H-Phe-Arg(NO2)-CHA was dissolved in 10 ml of 0.75N-NEM/DMF, to this solution was added 0.84 g (2.5 m moles) of BOC-D-Pro-SDP at 0° to 5° C. and reacted at room temperature for 18 hours. After the reaction was completed, the reaction mixture was diluted with 150 ml of AcOEt, and washed 4 times with 50 ml of cold 5% hydrochloric acid, and washed twice with 50 ml of an aqueous solution saturated with sodium chloride, then decolored and dried with activated carbon and a... Reactants: FC1=CC=C(C=C1)C(C(=O)N)(C1CCNCC1)C1=CC=C(C=C1)F (α,α-bis(4-fluorophenyl)-4-piperidineacetamide), ClCCCOC1=C(C=C(C=C1)C(C)=O)OC (1-[4-(3-chloropropoxy)-3-methoxyphenyl]ethanone), C([O-])([O-])=O.[K+].[K+] (potassium carbonate), [I-].[K+] (potassium iodide), C(\C=C\C(=O)[O-])(=O)[O-] (fumarate). Solvent: C(CCC)O (1-butanol). Product: O.C(\C=C\C(=O)O)(=O)O.C(C)(=O)C1=CC(=C(OCCCN2CCC(CC2)C(C(=O)N)(C2=CC=C(C=C2)F)C2=CC=C(C=C2)F)C=C1)OC (1-[3-(4-Acetyl-2-methoxyphenoxy)propyl]-α,α-bis(4-fluorophenyl)-4-piperidineacetamide fumarate hydrate). RXN SMILES: [F:1][C:2]1[CH:7]=[CH:6][C:5]([C:8]([C:18]2[CH:23]=[CH:22][C:21]([F:24])=[CH:20][CH:19]=2)([CH:12]2[CH2:17][CH2:16][NH:15][CH2:14][CH2:13]2)[C:9]([NH2:11])=[O:10])=[CH:4][CH:3]=1.Cl[CH2:26][CH2:27][CH2:28][O:29][C:30]1[CH:35]=[CH:34][C:33]([C:36](=[O:38])[CH3:37])=[CH:32][C:31]=1[O:39][CH3:40].C(=O)([O-])[O-].[K+].[K+].[I-].[K+].[C:49]([O-:56])(=[O:55])/[CH:50]=[CH:51]/[C:52]([O-:54])=[O:53]>C(O)CCC>[OH2:10].[C:49]([OH:56])(=[O:55])/[CH:50]=[CH:51]/[C:52]([OH:54])=[O:53].[C:36]([C:33]1[CH:34]=[CH:35][C:30]([O:29][CH2:28][CH2:27][CH2:26][N:15]2[CH2:16][CH2:17][CH:12]([C:8]([C:18]3[CH:19]=[CH:20][C:21]([F:24])=[CH:22][CH:23]=3)([C:5]3[CH:4]=[CH:3][C:2]([F:1])=[CH:7][CH:6]=3)[C:9]([NH2:11])=[O:10])[CH2:13][CH2:14]2)=[C:31]([O:39][CH3:40])[CH:32]=1)(=[O:38])[CH3:37] |f:2.3.4,5.6,9.10.11|. Reported procedure: A mixture of α,α-bis(4-fluorophenyl)-4-piperidineacetamide (6.94 g, 0.021 mole), 1-[4-(3-chloropropoxy)-3-methoxyphenyl]ethanone (5.09 g, 0.021 mole), and potassium carbonate (5.53 g, 0.04 mole) was heated overnight at reflux in 350 ml of 1-butanol containing potassium iodide (0.2 g). The mixture was concentrated to dryness. The residue obtained was partitioned between chloroform and water. The chloroform layer was dried (sodium sulfate) and filtered. The solvent was removed to give a yellowish-... The reactants are Br.NC1C(C2=CC=C(C(=C2CC1)O)O)=O (2-amino-5,6-dihydroxy-3,4-dihydro-1(2H)-naphthalenone hydrobromide), C1(CCC1)=O (cyclobutanone). The product is C1(CCC1)=NC1C(C2=CC=C(C(=C2CC1)O)O)=O (2-cyclobutylideneamino-5,6-dihydroxy-3,4-dihydro-1(2H)-naphthalenone), Br.C1(CCC1)NC1C(C2=CC=C(C(=C2CC1)O)O)O (2-cyclobutylamino-1,5,6-trihydroxy-1,2,3,4-tetrahydronaphthalene hydrobromide), crystals. Reaction SMILES: [BrH:1].[NH2:2][CH:3]1[CH2:12][CH2:11][C:10]2[C:5](=[CH:6][CH:7]=[C:8]([OH:14])[C:9]=2[OH:13])[C:4]1=[O:15].[C:16]1(=O)[CH2:19][CH2:18][CH2:17]1>>[C:16]1(=[N:2][CH:3]2[CH2:12][CH2:11][C:10]3[C:5](=[CH:6][CH:7]=[C:8]([OH:14])[C:9]=3[OH:13])[C:4]2=[O:15])[CH2:19][CH2:18][CH2:17]1.[BrH:1].[CH:16]1([NH:2][CH:3]2[CH2:12][CH2:11][C:10]3[C:5](=[CH:6][CH:7]=[C:8]([OH:14])[C:9]=3[OH:13])[CH:4]2[OH:15])[CH2:19][CH2:18][CH2:17]1 |f:0.1,4.5|. Procedure details: In a manner similar to that of Example 23, 1 part of 2-amino-5,6-dihydroxy-3,4-dihydro-1(2H)-naphthalenone hydrobromide is reacted with 20 volume parts of cyclobutanone. Via 2-cyclobutylideneamino-5,6-dihydroxy-3,4-dihydro-1(2H)-naphthalenone, 0.5 part of 2-cyclobutylamino-1,5,6-trihydroxy-1,2,3,4-tetrahydronaphthalene hydrobromide is obtained as colorless crystals melting at 190°-200° C (decomposition). This product was identified as the compound according to Example 35 by mixed melting point. The reactants are C1([C@@H]([C@@H]([C@H](O1)COC(=O)c1ccccc1)OC(c1ccccc1)=O)OC(c1ccccc1)=O)N=[N+]=[N-]. Reagents/catalysts: c1ccc(cc1)-c2c3ccccc3cc4ccccc24 (9-Phenylanthracene), RaNi 4200. The solvent is C(C(F)(F)F)O (2,2,2-Trifluoroethanol). Reaction conditions: temperature 25 celsius, time 18 hour. Yields the product NC1O[C@H](COC(=O)c2ccccc2)[C@@H](OC(=O)c3ccccc3)[C@H]1OC(=O)c4ccccc4. Reaction SMILES: [N-]=[N+]=[N:1][CH:2]1[C@H:25]([O:26][C:27]([c:29]2[cH:34][cH:33][cH:32][cH:31][cH:30]2)=[O:28])[C@H:15]([O:16][C:17]([c:19]3[cH:24][cH:23][cH:22][cH:21][cH:20]3)=[O:18])[C@@H:4]([CH2:5][O:6][C:7]([c:9]4[cH:14][cH:13][cH:12][cH:11][cH:10]4)=[O:8])[O:3]1>>[NH2:1][CH:2]1[C@H:25]([O:26][C:27]([c:29]2[cH:34][cH:33][cH:32][cH:31][cH:30]2)=[O:28])[C@H:15]([O:16][C:17]([c:19]3[cH:24][cH:23][cH:22][cH:21][cH:20]3)=[O:18])[C@@H:4]([CH2:5][O:6][C:7]([c:9]4[cH:14][cH:13][cH:12][cH:11][cH:10]4)=[O:8])[O:3]1. Reactants: ice water, CS(=O)(=O)NC=1C=C(C=CC1NC1=CC=CC=C1)OC (3-methylsulfonylamino-4-phenylaminoanisole), C(C)S (ethanethiol), [Cl-].[Al+3].[Cl-].[Cl-] (aluminum chloride). Solvent: C(Cl)Cl (methylene chloride). Run at time 3 hour. Product: CS(=O)(=O)NC=1C=C(C=CC1NC1=CC=CC=C1)O (3-methylsulfonylamino-4-phenylaminophenol). Isolated yield 86.0%. RXN SMILES: [CH3:1][S:2]([NH:5][C:6]1[CH:7]=[C:8]([O:19]C)[CH:9]=[CH:10][C:11]=1[NH:12][C:13]1[CH:18]=[CH:17][CH:16]=[CH:15][CH:14]=1)(=[O:4])=[O:3].C(S)C.[Cl-].[Al+3].[Cl-].[Cl-]>C(Cl)Cl>[CH3:1][S:2]([NH:5][C:6]1[CH:7]=[C:8]([OH:19])[CH:9]=[CH:10][C:11]=1[NH:12][C:13]1[CH:18]=[CH:17][CH:16]=[CH:15][CH:14]=1)(=[O:4])=[O:3] |f:2.3.4.5|. Procedure details: 29.2 g of 3-methylsulfonylamino-4-phenylaminoanisole, 18.6 g of ethanethiol and 300 ml of methylene chloride were mixed and then ice-cooled. To the mixture was added 40 g of aluminum chloride in 20 minutes. Stirring was conducted for 3 hours at 5°-10° C. The reaction mixture was introduced into 500 ml of ice water. The resulting organic layer was separated, washed with water and a saturated aqueous sodium chloride solution in this order and then dried with anhydrous magnesium sulfate. The solven...